This data is from the Open Reaction Database (ORD), a public repository of structured organic reaction records. The task is: describe an organic reaction: reactants, conditions, products, and yield Starting materials: CS(=O)(=O)OCC(CCCC#N)CC=C (6-methanesulfonyloxy-5-(2-propenyl)-hexanenitrile), C(CC(=O)OCC)(=O)OCC (diethyl malonate), [H-].[Na+] (sodium hydride), C(C)(=O)O (acetic acid). The solvent is O1CCCC1 (tetrahydrofuran), O1CCCC1 (tetrahydrofuran), O1CCCC1 (tetrahydrofuran). Conditions: time 0.5 hour. The product is C(#N)CCCC(CC(C(=O)OCC)C(=O)OCC)CC=C (diethyl [5-cyano-2-(2-propenyl)-pentyl]-malonate). As a reaction SMILES: [C:1]([O:9][CH2:10][CH3:11])(=[O:8])[CH2:2][C:3]([O:5][CH2:6][CH3:7])=[O:4].[H-].[Na+].CS(O[CH2:19][CH:20]([CH2:26][CH:27]=[CH2:28])[CH2:21][CH2:22][CH2:23][C:24]#[N:25])(=O)=O.C(O)(=O)C>O1CCCC1>[C:24]([CH2:23][CH2:22][CH2:21][CH:20]([CH2:26][CH:27]=[CH2:28])[CH2:19][CH:2]([C:3]([O:5][CH2:6][CH3:7])=[O:4])[C:1]([O:9][CH2:10][CH3:11])=[O:8])#[N:25] |f:1.2|. Procedure details: A solution of 5410 g of diethyl malonate in 2000 ml of tetrahydrofuran is added to a mixture of 1351 g of 60% sodium hydride in mineral oil in 36 L of tetrahydrofuran over a period of 4 hours, keeping the temperature below 26°, and the mixture is stirred for 1/2 hour. A solution of 3705 g of 6-methanesulfonyloxy-5-(2-propenyl)-hexanenitrile in 200 ml tetrahydrofuran is added rapidly and the mixture is heated under reflux for 24 hours and allowed to cool overnight. The mixture is neutralized to p... Reactants: C(=O)(O)[O-].[Na+] (NaHCO3), C(C)OC(=O)C=1C=2N=CC=NC2C(=CC1)C1=C(C(=CC(=C1F)OC)OC)Cl (8-(2-chloro-6-fluoro-3,5-dimethoxy-phenyl)-quinoxaline-5-carboxylic acid ethyl ester), NC1=CC=C(C=N1)CN(CC(=O)N)C (2-[(6-amino-pyridin-3-ylmethyl)-methyl-amino]-acetamide), C[Al](C)C (trimethyl aluminum). Solvent: C(Cl)Cl (DCM), C(Cl)Cl.CO (DCM MeOH). Conditions: temperature 80 celsius, time 6 hour. The product is C(N)(=O)CN(C)CC=1C=CC(=NC1)NC(=O)C=1C=2N=CC=NC2C(=CC1)C1=C(C(=CC(=C1F)OC)OC)Cl (8-(2-Chloro-6-fluoro-3,5-dimethoxy-phenyl)-quinoxaline-5-carboxylic acid {5-[(carbamoylmethyl-methyl-amino)-methyl]-pyridin-2-yl}-amide). As a reaction SMILES: C(O[C:4]([C:6]1[C:7]2[N:8]=[CH:9][CH:10]=[N:11][C:12]=2[C:13]([C:16]2[C:21]([F:22])=[C:20]([O:23][CH3:24])[CH:19]=[C:18]([O:25][CH3:26])[C:17]=2[Cl:27])=[CH:14][CH:15]=1)=[O:5])C.[NH2:28][C:29]1[N:34]=[CH:33][C:32]([CH2:35][N:36]([CH3:41])[CH2:37][C:38]([NH2:40])=[O:39])=[CH:31][CH:30]=1.C[Al](C)C.C([O-])(O)=O.[Na+]>C(Cl)Cl.CO.C(Cl)Cl>[C:38]([CH2:37][N:36]([CH2:35][C:32]1[CH:31]=[CH:30][C:29]([NH:28][C:4]([C:6]2[C:7]3[N:8]=[CH:9][CH:10]=[N:11][C:12]=3[C:13]([C:16]3[C:21]([F:22])=[C:20]([O:23][CH3:24])[CH:19]=[C:18]([O:25][CH3:26])[C:17]=3[Cl:27])=[CH:14][CH:15]=2)=[O:5])=[N:34][CH:33]=1)[CH3:41])(=[O:39])[NH2:40] |f:3.4,5.6|. Procedure details: The title compound was prepared in analogy to the procedure described in Example 115 but using 8-(2-chloro-6-fluoro-3,5-dimethoxy-phenyl)-quinoxaline-5-carboxylic acid ethyl ester (Step 144.1), 2-[(6-amino-pyridin-3-ylmethyl)-methyl-amino]-acetamide (Step 118.1), 2 equiv of trimethyl aluminum, stirring the reaction mixture for 6 h at 80° C. and pouring it onto a saturated aqueous solution of NaHCO3 and DCM. The title compound: ESI-MS: 539.0 [M+H]+; tR=3.61 min (System 1); TLC: Rf=0.49 (DCM/MeOH/...